From a dataset of the Open Reaction Database (ORD), a public repository of structured organic reaction records. describe an organic reaction: reactants, conditions, products, and yield Starting materials: [OH-].[Na+] (sodium hydroxide), steel, BrC1=CC=C(C(=O)C2=CC=CC=C2)C=C1 (4-bromobenzophenone), solid, C([O-])([O-])=O.[NH4+].[NH4+] (ammonium carbonate), [C-]#N.[K+] (potassium cyanide), CN(C=O)C (dimethylformamide), Cl (HCl). The solvent is O (water), O (water). Reaction conditions: temperature 120 celsius. The product is BrC1=CC=C(C=C1)C1(C(NC(N1)=O)=O)C1=CC=CC=C1 (5-(parabromophenyl)-5-phenylhydantoin). RXN SMILES: [Br:1][C:2]1[CH:15]=[CH:14][C:5]([C:6]([C:8]2[CH:13]=[CH:12][CH:11]=[CH:10][CH:9]=2)=O)=[CH:4][CH:3]=1.[C:16](=[O:19])([O-])[O-].[NH4+:20].[NH4+].[C-]#N.[K+].Cl.[OH-].[Na+].C[N:29](C)[CH:30]=[O:31]>O>[Br:1][C:2]1[CH:15]=[CH:14][C:5]([C:6]2([C:8]3[CH:13]=[CH:12][CH:11]=[CH:10][CH:9]=3)[NH:20][C:30](=[O:31])[NH:29][C:16]2=[O:19])=[CH:4][CH:3]=1 |f:1.2.3,4.5,7.8|. Procedure details: In a 500 ml steel bomb, 60 gr of 4-bromobenzophenone in 300 ml of dimethylformamide, 100 gr of solid ammonium carbonate and 30 gr of potassium cyanide in 100 ml of water are added. After closing the bomb, the reaction mixture is heated to 120° C. for 5 days, then poured under fast mechanical stirring into 2 l of water at 80° C., then acidified (concentrated HCl) and centrifuged after cooling in an ice-bath. A crude product is obtained, which is treated with 2 N sodium hydroxide (500 ml). The sus...